From a dataset of the Open Reaction Database (ORD), a public repository of structured organic reaction records. describe an organic reaction: reactants, conditions, products, and yield Reactants: ClC1=CC=C(OCC2=NC3=C(N2CCCC2CN(CCC2)C(=O)OC(C)(C)C)C=CC=C3OCC3=CC=CC=C3)C=C1 ((RS) 2-(4-chlorophenoxymethyl)-4-benzyloxy-1-[3-[1-(t-butoxycarbonyl)piperidin-3-yl]propyl]-benzimidazole). Reagents/catalysts: [Pd] (palladium on carbon). Solvent: C(C)(=O)OCC (ethyl acetate). Yields the product ClC1=CC=C(OCC2=NC3=C(N2CCCC2CN(CCC2)C(=O)OC(C)(C)C)C=CC=C3O)C=C1 ((RS) 2-(4-chlorophenoxymethyl)-4-hydroxy-1-[3-[1-(t-butoxycarbonyl)piperidin-3-yl]propyl]-benzimidazole). The yield is 78.0%. Reaction SMILES: [Cl:1][C:2]1[CH:42]=[CH:41][C:5]([O:6][CH2:7][C:8]2[N:12]([CH2:13][CH2:14][CH2:15][CH:16]3[CH2:21][CH2:20][CH2:19][N:18]([C:22]([O:24][C:25]([CH3:28])([CH3:27])[CH3:26])=[O:23])[CH2:17]3)[C:11]3[CH:29]=[CH:30][CH:31]=[C:32]([O:33]CC4C=CC=CC=4)[C:10]=3[N:9]=2)=[CH:4][CH:3]=1>C(OCC)(=O)C.[Pd]>[Cl:1][C:2]1[CH:3]=[CH:4][C:5]([O:6][CH2:7][C:8]2[N:12]([CH2:13][CH2:14][CH2:15][CH:16]3[CH2:21][CH2:20][CH2:19][N:18]([C:22]([O:24][C:25]([CH3:28])([CH3:27])[CH3:26])=[O:23])[CH2:17]3)[C:11]3[CH:29]=[CH:30][CH:31]=[C:32]([OH:33])[C:10]=3[N:9]=2)=[CH:41][CH:42]=1. Procedure: A solution of (RS) 2-(4-chlorophenoxymethyl)-4-benzyloxy-1-[3-[1-(t-butoxycarbonyl)piperidin-3-yl]propyl]-benzimidazole (245 mg, 0.42 mmol, 1.0 eq) in ethyl acetate (4.2 ml) was degassed and then treated with 5% palladium on carbon (250 mg). The resulting mixture was stirred under a hydrogen atmosphere. The reaction mixture was then filtered through a CELITE™ cake layer. The catalyst was washed thoroughly with ethyl acetate and ethanol. The filtrate was condensed on a rotoevaporator to yield the...